From a dataset of the Open Reaction Database (ORD), a public repository of structured organic reaction records. describe an organic reaction: reactants, conditions, products, and yield The reactants are ClC=1C=C(C=CC1F)NC1=C(C=NC2=CN=C(C=C12)F)C#N (4-(3-Chloro-4-fluoro-phenylamino)-6-fluoro-[1,7]naphthyridine-3-carbonitrile), NC[C@@H](C)O ((R)-1-amino-2-propanol). The solvent is C1CCOC1 (THF). Conditions: temperature 140 celsius. Yields the product ClC=1C=C(C=CC1F)NC1=C(C=NC2=CN=C(C=C12)NC[C@@H](C)O)C#N (4-[(3-chloro-4-fluorophenyl)amino]-6-{[(2R)-2-hydroxypropyl]amino}-1,7-naphthyridine-3-carbonitrile). Isolated yield 17.4%. As a reaction SMILES: [Cl:1][C:2]1[CH:3]=[C:4]([NH:9][C:10]2[C:19]3[C:14](=[CH:15][N:16]=[C:17](F)[CH:18]=3)[N:13]=[CH:12][C:11]=2[C:21]#[N:22])[CH:5]=[CH:6][C:7]=1[F:8].[NH2:23][CH2:24][C@H:25]([OH:27])[CH3:26]>C1COCC1>[Cl:1][C:2]1[CH:3]=[C:4]([NH:9][C:10]2[C:19]3[C:14](=[CH:15][N:16]=[C:17]([NH:23][CH2:24][C@H:25]([OH:27])[CH3:26])[CH:18]=3)[N:13]=[CH:12][C:11]=2[C:21]#[N:22])[CH:5]=[CH:6][C:7]=1[F:8]. Procedure: Following the procedure described above in Example 51, 4-(3-Chloro-4-fluoro-phenylamino)-6-fluoro-[1,7]naphthyridine-3-carbonitrile (0.10 g, 0.32 mmol) was reacted with (R)-1-amino-2-propanol (0.47 g, 6.32 mmol) in 2 mL of THF. The reaction mixture was heated up in a sealed vial in a microwave reactor at 140° C. for 40 min. The crude product was purified by preparative HPLC and lyophilized to give a yellow solid (20.7 mg, 17.6% yield): 1H NMR (400 MHz, DMSO-D6) δ ppm 1.08 (d, J=6.32 Hz, 3 H) 3.0... The reactants are N#CCCCBr, Cn1ccnc1, c1ccccc1. Yields the product [Br-], Cn1cc[n+](CCCC#N)c1. As a reaction SMILES: [Br:1][CH2:2][CH2:3][CH2:4][C:5]#[N:6].[CH3:7][n:8]1[cH:9][n:10][cH:11][cH:12]1.[cH:13]1[cH:14][cH:15][cH:16][cH:17][cH:18]1>>[Br-:1].[CH2:2]([CH2:3][CH2:4][C:5]#[N:6])[n+:10]1[cH:9][n:8]([CH3:7])[cH:12][cH:11]1. Reactants: O=C1CCC(=O)N1Br, ClC(Cl)(Cl)Cl, CC(C)(C#N)N=NC(C)(C)C#N, [W], O=C1C=C(c2ccccc2)c2ccc(OCCCc3ccccc3)cc21. Product: O=C1C(Br)=C(c2ccccc2)c2ccc(OCCCc3ccccc3)cc21. As a reaction SMILES: [Br:27][N:28]1[C:29](=[O:30])[CH2:31][CH2:32][C:33]1=[O:34].[C:47]([Cl:48])([Cl:49])([Cl:50])[Cl:51].[N:35]([C:36]([CH3:37])([CH3:38])[C:39]#[N:40])=[N:41][C:42]([CH3:43])([CH3:44])[C:45]#[N:46].[W:52].[c:1]1([C:7]2=[CH:8][C:9](=[O:26])[c:10]3[cH:11][c:12]([O:16][CH2:17][CH2:18][CH2:19][c:20]4[cH:21][cH:22][cH:23][cH:24][cH:25]4)[cH:13][cH:14][c:15]32)[cH:2][cH:3][cH:4][cH:5][cH:6]1>>[c:1]1([C:7]2=[C:8]([Br:27])[C:9](=[O:26])[c:10]3[cH:11][c:12]([O:16][CH2:17][CH2:18][CH2:19][c:20]4[cH:21][cH:22][cH:23][cH:24][cH:25]4)[cH:13][cH:14][c:15]32)[cH:2][cH:3][cH:4][cH:5][cH:6]1. The reactants are CN(C)C=O, ClCc1cncc(-c2ccc(Cl)cc2)c1, [H-], [Na+], O, Oc1ccc(CCCCn2ccnn2)cc1. The product is Clc1ccc(-c2cncc(COc3ccc(CCCCn4ccnn4)cc3)c2)cc1. As a reaction SMILES: [CH3:35][N:36]([CH3:37])[CH:38]=[O:39].[Cl:19][CH2:20][c:21]1[cH:22][n:23][cH:24][c:25](-[c:27]2[cH:28][cH:29][c:30]([Cl:33])[cH:31][cH:32]2)[cH:26]1.[H-:17].[Na+:18].[OH2:34].[n:1]1([CH2:6][CH2:7][CH2:8][CH2:9][c:10]2[cH:11][cH:12][c:13]([OH:16])[cH:14][cH:15]2)[n:2][n:3][cH:4][cH:5]1>>[n:1]1([CH2:6][CH2:7][CH2:8][CH2:9][c:10]2[cH:11][cH:12][c:13]([O:16][CH2:20][c:21]3[cH:22][n:23][cH:24][c:25](-[c:27]4[cH:28][cH:29][c:30]([Cl:33])[cH:31][cH:32]4)[cH:26]3)[cH:14][cH:15]2)[n:2][n:3][cH:4][cH:5]1. Starting materials: C(\C=C\C(=O)O)(=O)O (fumaric acid), C(N)(=O)C(CNC([C@@H](C[C@@H]([C@H](CN1C(CN(C(C1)=O)C1=C(C=CC=C1)C)(C)C)N)O)C(C)C)=O)(C)C ((2S,4S,5S)-5-amino-6-(2,2-dimethyl-4-(2-methylphenyl)-5-oxopiperazin-1-yl)-4-hydroxy-2-isopropylhexanoic acid (2-carbamoyl-2-methylpropyl)amide). Run in CO (methanol), [Cl-].[Na+].O (Brine). Conditions: time 4 hour. Yields the product C(\C=C\C(=O)O)(=O)O.C(N)(=O)C(CNC([C@@H](C[C@@H]([C@H](CN1C(CN(C(C1)=O)C1=C(C=CC=C1)C)(C)C)N)O)C(C)C)=O)(C)C ((2S,4S,5S)-5-Amino-6-[2,2-dimethyl-4-(2-methylphenyl)-5-oxopiperazin-1-yl]-4-hydroxy-2-isopropylhexanoic acid (2-carbamoyl-2-methylpropyl)amide fumarate). Yield: 64.5%. Reaction SMILES: [C:1]([OH:8])(=[O:7])/[CH:2]=[CH:3]/[C:4]([OH:6])=[O:5].[C:9]([C:12]([CH3:44])([CH3:43])[CH2:13][NH:14][C:15](=[O:42])[C@H:16]([CH:39]([CH3:41])[CH3:40])[CH2:17][C@H:18]([OH:38])[C@@H:19]([NH2:37])[CH2:20][N:21]1[CH2:26][C:25](=[O:27])[N:24]([C:28]2[CH:33]=[CH:32][CH:31]=[CH:30][C:29]=2[CH3:34])[CH2:23][C:22]1([CH3:36])[CH3:35])(=[O:11])[NH2:10]>[Cl-].[Na+].O.CO>[C:1]([OH:8])(=[O:7])/[CH:2]=[CH:3]/[C:4]([OH:6])=[O:5].[C:9]([C:12]([CH3:43])([CH3:44])[CH2:13][NH:14][C:15](=[O:42])[C@H:16]([CH:39]([CH3:40])[CH3:41])[CH2:17][C@H:18]([OH:38])[C@@H:19]([NH2:37])[CH2:20][N:21]1[CH2:26][C:25](=[O:27])[N:24]([C:28]2[CH:33]=[CH:32][CH:31]=[CH:30][C:29]=2[CH3:34])[CH2:23][C:22]1([CH3:36])[CH3:35])(=[O:11])[NH2:10] |f:2.3.4,6.7|. Reported procedure: 196 mg of cesium carbonate (0.6 mmol) was added to a solution of 345 mg of (2S,4S,5S)-6-[2,2-dimethyl-4-(2-methylphenyl)-5-oxopiperazin-1-yl]-4-hydroxy-2-isopropyl-5-(2-nitrobenzenesulfonylamino)hexanoic acid (2-carbamoyl-2-methylpropyl)amide obtained in the above reaction (0.5 mmol) and 0.15 ml of thiophenol (content: 95%) (1.5 mmol) in N,N-dimethylformamide (5 ml) under a nitrogen atmosphere at room temperature, and the mixture was stirred at the same temperature for four hours. Brine was adde... Starting materials: Cl.FC1=C(CN2N=C(C3=CC=CC=C23)C(N)=N)C=CC=C1 (1-(2-fluorobenzyl)-1H-indazole-3-carboximidamide hydrochloride), COC(C(C(=O)OC)=COC)=O (dimethyl(methoxymethylidene)propanedioate), C[O-].[Na+] (sodium methanolate). Solvent: CO (methanol). Yields the product FC1=C(CN2N=C(C3=CC=CC=C23)C2=NC=C(C(=N2)[O-])C(=O)OC)C=CC=C1.[Na+] (sodium 2-[1-(2-fluorobenzyl)-1H-indazol-3-yl]-5-(methoxycarbonyl)pyrimidin-4-olate). As a reaction SMILES: Cl.[F:2][C:3]1[CH:21]=[CH:20][CH:19]=[CH:18][C:4]=1[CH2:5][N:6]1[C:14]2[C:9](=[CH:10][CH:11]=[CH:12][CH:13]=2)[C:8]([C:15](=[NH:17])[NH2:16])=[N:7]1.[CH3:22][O:23][C:24](=[O:33])[C:25](=[CH:30]OC)[C:26](OC)=[O:27].C[O-].[Na+:36]>CO>[F:2][C:3]1[CH:21]=[CH:20][CH:19]=[CH:18][C:4]=1[CH2:5][N:6]1[C:14]2[C:9](=[CH:10][CH:11]=[CH:12][CH:13]=2)[C:8]([C:15]2[N:16]=[C:26]([O-:27])[C:25]([C:24]([O:23][CH3:22])=[O:33])=[CH:30][N:17]=2)=[N:7]1.[Na+:36] |f:0.1,3.4,6.7|. Reported procedure: 2.5 g of 1-(2-fluorobenzyl)-1H-indazole-3-carboximidamide hydrochloride (1:1) (1-2-3×HCl, 8.20 mmol, 1 eq.), 1.43 g of dimethyl(methoxymethylidene)propanedioate (8.20 mmol, 1 eq.) and 50 ml of methanol and 443 mg of sodium methanolate were stirred under nitrogen atmosphere at 60° C. bath temperature for 24 hours. The clear yellowish solution turned into a suspension which was filtered off. The crystals were washed with cold methanol to yield 1.64 g (4.1 mmol, 50%) of the analytically pure target...